Dataset: the Open Reaction Database (ORD), a public repository of structured organic reaction records. Task: describe an organic reaction: reactants, conditions, products, and yield Reactants: N(=NC(=O)N1CCCCC1)C(=O)N1CCCCC1 (1,1′-(azodicarbonyl)dipiperidine), C1(CC1)C1=NC2=C(N1C)C=C(C=C2)N2C(C=C(C=C2)O)=O (1-(2-cyclopropyl-1-methyl-1H-benzo[d]imidazol-6-yl)-4-hydroxypyridin-2(1H)-one), FC(C1=CC=C(S1)CO)(F)F ((5-(trifluoromethyl)thiophen-2-yl)methanol), C(CCC)P(CCCC)CCCC (tributylphosphine). Solvent: C1CCOC1 (THF). Reaction conditions: temperature 60 celsius, time 8 hour. The product is C1(CC1)C1=NC2=C(N1C)C=C(C=C2)N2C(C=C(C=C2)OCC=2SC(=CC2)C(F)(F)F)=O (1-(2-Cyclopropyl-1-methyl-1H-benzimidazol-6-yl)-4-((5-(trifluoromethyl)thiophen-2-yl)methoxy)pyridin-2(1H)-one). The yield is 35.2%. As a reaction SMILES: [CH:1]1([C:4]2[N:8]([CH3:9])[C:7]3[CH:10]=[C:11]([N:14]4[CH:19]=[CH:18][C:17]([OH:20])=[CH:16][C:15]4=[O:21])[CH:12]=[CH:13][C:6]=3[N:5]=2)[CH2:3][CH2:2]1.[F:22][C:23]([F:32])([F:31])[C:24]1[S:28][C:27]([CH2:29]O)=[CH:26][CH:25]=1.C(P(CCCC)CCCC)CCC.N(C(N1CCCCC1)=O)=NC(N1CCCCC1)=O>C1COCC1>[CH:1]1([C:4]2[N:8]([CH3:9])[C:7]3[CH:10]=[C:11]([N:14]4[CH:19]=[CH:18][C:17]([O:20][CH2:29][C:27]5[S:28][C:24]([C:23]([F:32])([F:31])[F:22])=[CH:25][CH:26]=5)=[CH:16][C:15]4=[O:21])[CH:12]=[CH:13][C:6]=3[N:5]=2)[CH2:2][CH2:3]1. Procedure details: To a mixture of 1-(2-cyclopropyl-1-methyl-1H-benzo[d]imidazol-6-yl)-4-hydroxypyridin-2(1H)-one (100 mg), (5-(trifluoromethyl)thiophen-2-yl)methanol (130 mg) and tributylphosphine (0.26 ml) in THF (10 ml) was added 1,1′-(azodicarbonyl)dipiperidine (269 mg), and the mixture was stirred at 60° C. overnight. The solvent was evaporated and the residue was purified by silica gel column chromatography (hexane/EtOAc then EtOAc/MeOH), followed by NH silica gel column chromatography (hexane/EtOAc). The re...